describe an organic reaction: reactants, conditions, products, and yield From a dataset of the Open Reaction Database (ORD), a public repository of structured organic reaction records. The reactants are C(C1=CC=CC=C1)S(=O)(=O)N[C@H](CO)C(=O)O.N[C@@H](C)C(=O)O (benzylsulfonyl-D-serine L-alanine), C(C)(C)(C)OC(=O)N(C(=N)N)C1=CC=C(C[NH-])C=C1 (4-(N-tert-butoxycarbonylguanidino)benzylamide). The solvent is C(Cl)Cl.C(=O)(C(F)(F)F)O (CH2Cl2 TFA). Conditions: time 90 minute. Yields the product C(C1=CC=CC=C1)S(=O)(=O)N[C@H](CO)C(=O)O.N(C(=N)N)C1=CC=C(CNC([C@@H](N)C)=O)C=C1 (Benzylsulfonyl-D-serine L-alanine-4-guanidinobenzylamide). The yield is 66.0%. RXN SMILES: [CH2:1]([S:8]([NH:11][C@@H:12]([C:15]([OH:17])=[O:16])[CH2:13][OH:14])(=[O:10])=[O:9])[C:2]1[CH:7]=[CH:6][CH:5]=[CH:4][CH:3]=1.[NH2:18][C@H:19]([C:21]([OH:23])=O)[CH3:20].C(OC([N:31]([C:35]1[CH:42]=[CH:41][C:38]([CH2:39][NH-:40])=[CH:37][CH:36]=1)[C:32]([NH2:34])=[NH:33])=O)(C)(C)C>C(Cl)Cl.C(O)(C(F)(F)F)=O>[CH2:1]([S:8]([NH:11][C@@H:12]([C:15]([OH:17])=[O:16])[CH2:13][OH:14])(=[O:9])=[O:10])[C:2]1[CH:3]=[CH:4][CH:5]=[CH:6][CH:7]=1.[NH:31]([C:35]1[CH:42]=[CH:41][C:38]([CH2:39][NH:40][C:21](=[O:23])[C@H:19]([CH3:20])[NH2:18])=[CH:37][CH:36]=1)[C:32]([NH2:34])=[NH:33] |f:0.1,3.4,5.6|. Procedure details: A solution benzylsulfonyl-D-serine-L-alanine-(4-(N-tert-butoxycarbonylguanidino) benzylamide (7-5) (9.0 mg, 0.016 mmol), in a mixture of CH2Cl2/TFA (1:1, 600 μl) was stirred at room temperature for 90 minutes. The solvent was removed in vacuo to give a transparent oil. HPLC purification (CH3CN, H2O, 0.1% TFA) gave a fluffy white solid as the title compound (5.0 mg, 66%), MS (electrospray) 477 (M+1). Starting materials: 4′-methoxychromone, tetrakis-triphenyl phosphine palladium, BrC1=COC2=CC=CC=C2C1=O (3-bromochromone), COC1=CC=C(C=C1)B(O)O (4-methoxy phenyl boronic acid), C([O-])([O-])=O.[Na+].[Na+] (sodium carbonate), C(=O)(O)[O-].[Na+] (NaHCO3), Cl.[NH+]1=CC=CC=C1 (pyridinium hydrochloride), 4′-methoxychromone. Solvent: O (Water), O (water), C1(=CC=CC=C1)C (toluene), O (water). Run at temperature 110 celsius. Yields the product OC1=CC=C(C=C1)C1=COC2=CC=CC=C2C1=O (3-(4-hydroxyphenyl)-4H-chromen-4-one). Yield: 19.8%. As a reaction SMILES: Br[C:2]1[C:11](=[O:12])[C:10]2[C:5](=[CH:6][CH:7]=[CH:8][CH:9]=2)[O:4][CH:3]=1.C[O:14][C:15]1[CH:20]=[CH:19][C:18](B(O)O)=[CH:17][CH:16]=1.C(=O)([O-])[O-].[Na+].[Na+].Cl.[NH+]1C=CC=CC=1.C([O-])(O)=O.[Na+]>O.C1(C)C=CC=CC=1>[OH:14][C:15]1[CH:20]=[CH:19][C:18]([C:2]2[C:11](=[O:12])[C:10]3[C:5](=[CH:6][CH:7]=[CH:8][CH:9]=3)[O:4][CH:3]=2)=[CH:17][CH:16]=1 |f:2.3.4,5.6,7.8|. Procedure: To a mixture of 3-bromochromone (1.5 g, 6.66 mmol), 4-methoxy phenyl boronic acid (1.01 g, 6.66 mmol), sodium carbonate (2.12 g, 20.0 mmol), toluene (40 mL) and water (10 mL) was added tetrakis-triphenyl phosphine palladium (385 mg, 0.33 mmol) under N2. The reaction mixture was heated to 110° C. for 5 h and then cooled to rt. Water was added and the mixture was extracted with EtOAc. The organic layer was separated, washed with water, brine, dried and concentrated to give crude product, which was... Starting materials: BrC(Cl)(Cl)Cl (BrCCl3), COCCN(CCOC)S(F)(F)F (Deoxo-fluor), Bis-(2-methoxy)amino sulfur trifluoride, C(C)(C)(C)OC(=O)N[C@@H](C(=O)NC(C(=O)OC)CO)C (methyl 2-((R)-2-(tert-butoxycarbonylamino)propanamido)-3-hydroxypropanoate). Run in C(Cl)Cl (CH2Cl2). Reaction conditions: time 30 minute. Yields the product C(C)(C)(C)OC(=O)N[C@H](C)C=1OC=C(N1)C(=O)OC ((R)-methyl 2-(1-(tert-butoxycarbonylamino)ethyl)oxazole-4-carboxylate). The yield is 65.0%. RXN SMILES: COCCN(S(F)(F)F)CCOC.[C:14]([O:18][C:19]([NH:21][C@H:22]([CH3:33])[C:23]([NH:25][CH:26]([CH2:31][OH:32])[C:27]([O:29][CH3:30])=[O:28])=O)=[O:20])([CH3:17])([CH3:16])[CH3:15].BrC(Cl)(Cl)Cl>C(Cl)Cl>[C:14]([O:18][C:19]([NH:21][C@@H:22]([C:23]1[O:32][CH:31]=[C:26]([C:27]([O:29][CH3:30])=[O:28])[N:25]=1)[CH3:33])=[O:20])([CH3:17])([CH3:16])[CH3:15]. Procedure details: Deoxo-fluor™ (Bis-(2-methoxy)amino sulfur trifluoride, 1.4 mL, 7.6 mmol) was added drop-wise to a solution of methyl 2-((R)-2-(tert-butoxycarbonylamino)propanamido)-3-hydroxypropanoate (2.0 g, 6.9 mmol) in CH2Cl2 (50 mL) at −20° C. The solution was stirred for 30 min and BrCCl3 (2.45 mL, 24.8 mmol) was added drop-wise. The reaction was stirred at 2-3° C., for 8 h., quenched with sat. aq. NaHCO3 solution and extracted with ethyl acetate. The organic layer was concentrated and chromatographed on s... Reactants: N(=NC(=O)OCC)C(=O)OCC (diethyl azodicarboxylate), CN1C[C@H]([C@H](CC1)O)C1=CC=CC=C1 (cis-1-methyl-3-phenyl-4-piperidinol), C1(=CC=CC=C1)P(C1=CC=CC=C1)C1=CC=CC=C1 (triphenylphosphine), FC1=C(C=CC=C1)O (2-fluorophenol), C(\C=C\C(=O)O)(=O)O (fumaric acid). Run in C1=CC=CC=C1 (benzene), C1=CC=CC=C1 (benzene), CCOCC (ether), C(C)O (ethanol), CCOCC (ether). Conditions: time 18 hour. Yields the product O.C(\C=C\C(=O)O)(=O)O.FC1=C(O[C@H]2[C@@H](CN(CC2)C)C2=CC=CC=C2)C=CC=C1.FC1=C(O[C@H]2[C@@H](CN(CC2)C)C2=CC=CC=C2)C=CC=C1.C(\C=C\C(=O)O)(=O)O (trans-4-(2-fluorophenoxy)-1-methyl-3-phenylpiperidine fumarate hemihydrate). As a reaction SMILES: N(C(OCC)=O)=NC(OCC)=[O:4].[CH3:13][N:14]1[CH2:19][CH2:18][C@H:17]([OH:20])[C@H:16]([C:21]2[CH:26]=[CH:25][CH:24]=[CH:23][CH:22]=2)[CH2:15]1.C1(P(C2C=CC=CC=2)C2C=CC=CC=2)C=CC=CC=1.[F:46][C:47]1[CH:52]=[CH:51][CH:50]=[CH:49][C:48]=1[OH:53].[C:54]([OH:61])(=[O:60])/[CH:55]=[CH:56]/[C:57]([OH:59])=[O:58]>C1C=CC=CC=1.CCOCC.C(O)C>[OH2:4].[C:54]([OH:61])(=[O:60])/[CH:55]=[CH:56]/[C:57]([OH:59])=[O:58].[F:46][C:47]1[CH:52]=[CH:51][CH:50]=[CH:49][C:48]=1[O:20][C@@H:17]1[CH2:18][CH2:19][N:14]([CH3:13])[CH2:15][C@H:16]1[C:21]1[CH:26]=[CH:25][CH:24]=[CH:23][CH:22]=1.[F:46][C:47]1[CH:52]=[CH:51][CH:50]=[CH:49][C:48]=1[O:53][C@@H:17]1[CH2:18][CH2:19][N:14]([CH3:13])[CH2:15][C@H:16]1[C:21]1[CH:26]=[CH:25][CH:24]=[CH:23][CH:22]=1.[C:54]([OH:61])(=[O:60])/[CH:55]=[CH:56]/[C:57]([OH:59])=[O:58] |f:8.9.10.11.12|. Procedure: A solution of 4.79 g of diethyl azodicarboxylate in 125 ml of benzene is added dropwise under a nitrogen atmosphere at 5°-10° C. over a 90 minute period to a mixture of 4.78 g of cis-1-methyl-3-phenyl-4-piperidinol, 7.21 g of triphenylphosphine, 3.08 g of 2-fluorophenol and 125 ml of dry benzene. After the addition, the mixture is stirred for 18 hours at room temperature, then filtered, and the solid waste is washed well with hexane. The filtrate is concentrated in vacuo to an oil which is stirr...